Dataset: the Open Reaction Database (ORD), a public repository of structured organic reaction records. Task: describe an organic reaction: reactants, conditions, products, and yield Starting materials: C(C)(C)N(CCO)C1CCCCC1 (2-(N-isopropylcyclohexylamino)ethanol), S(=O)(Cl)Cl (thionyl chloride). Run in C1=CC=CC=C1 (benzene). Yields the product Cl.C(C)(C)N(CCCl)C1CCCCC1 (2-(N-isopropylcyclohexylamino)ethyl chloride hydrochloride). Reaction SMILES: [CH:1]([N:4]([CH:8]1[CH2:13][CH2:12][CH2:11][CH2:10][CH2:9]1)[CH2:5][CH2:6]O)([CH3:3])[CH3:2].S(Cl)([Cl:16])=O>C1C=CC=CC=1>[ClH:16].[CH:1]([N:4]([CH:8]1[CH2:13][CH2:12][CH2:11][CH2:10][CH2:9]1)[CH2:5][CH2:6][Cl:16])([CH3:3])[CH3:2] |f:3.4|. Procedure details: 6.0 Grams of the above alcohol compound obtained was dissolved in 100 ml of dry benzene, and to this solution was added dropwise 3.2 ml of thionyl chloride with stirring at room temperature. The mixture was heated under refulx for 4 hours. The reaction mixture was concentrated under reduced pressure, and the residue was triturated with diethyl ether. The precipitated crystals were collected by filtration to obtain 7.4 g of 2-(N-isopropylcyclohexylamino)ethyl chloride hydrochloride having a melti... Reactants: COC(=O)c1c(Br)sc(Br)c1NC(=O)OCc1ccccc1, CCO, [Na+], [Na+], O=C([O-])[O-], O, Cc1ccc(B(O)O)cc1, Cc1ccccc1. Product: COC(=O)c1c(-c2ccc(C)cc2)sc(Br)c1NC(=O)OCc1ccccc1. Reaction SMILES: [CH2:1]([c:2]1[cH:3][cH:4][cH:5][cH:6][cH:7]1)[O:8][C:9](=[O:10])[NH:11][c:12]1[c:13]([C:19](=[O:20])[O:21][CH3:22])[c:14]([Br:18])[s:15][c:16]1[Br:17].[CH2:41]([OH:42])[CH3:43].[Na+:44].[Na+:45].[O-:46][C:47](=[O:48])[O-:49].[OH2:40].[c:23]1([CH3:32])[cH:24][cH:25][c:26]([B:29]([OH:30])[OH:31])[cH:27][cH:28]1.[c:33]1([CH3:34])[cH:35][cH:36][cH:37][cH:38][cH:39]1>>[CH2:1]([c:2]1[cH:3][cH:4][cH:5][cH:6][cH:7]1)[O:8][C:9](=[O:10])[NH:11][c:12]1[c:13]([C:19](=[O:20])[O:21][CH3:22])[c:14](-[c:26]2[cH:25][cH:24][c:23]([CH3:32])[cH:28][cH:27]2)[s:15][c:16]1[Br:17]. Reactants: CC(C(C)C)(C(N)=S)NC(=O)C=1C=C(C=CC1)C (N-[1,2-dimethyl-1-(thiocarbamoyl)propyl]-m-toluamide). Run in C1CCOC1 (THF), [OH-].[Na+] (NaOH). Conditions: temperature 65 celsius. Yields the product C(C)(C)C1(N=C(NC1=S)C=1C=C(C=CC1)C)C (4-isopropyl-4-methyl-2-m-tolyl-2-imidazolin-5-thione). Reaction SMILES: [CH3:1][C:2]([NH:9][C:10]([C:12]1[CH:13]=[C:14]([CH3:18])[CH:15]=[CH:16][CH:17]=1)=O)([C:6](=[S:8])[NH2:7])[CH:3]([CH3:5])[CH3:4]>C1COCC1.[OH-].[Na+]>[CH:3]([C:2]1([CH3:1])[C:6](=[S:8])[NH:7][C:10]([C:12]2[CH:13]=[C:14]([CH3:18])[CH:15]=[CH:16][CH:17]=2)=[N:9]1)([CH3:5])[CH3:4] |f:2.3|. Procedure details: A solution containing 4.7 g N-[1,2-dimethyl-1-(thiocarbamoyl)propyl]-m-toluamide in 75 mL THF and 35 mL 10% NaOH is heated at 65° C. for 18 hours. The THF is removed in vacuo and the pH of the cooled residue adjusted to 3 with concentrated H2SO4. The product is extracted into CH2Cl2, the extract washed with brine, dried and concentrated to give a yellow solid. This is recrystallized from acetonitrile to give analytically pure 4-isopropyl-4-methyl-2-m-tolyl-2-imidazolin-5-thione, mp 122°-123° C. Starting materials: COC(CC(OC)OC)OC (1,1,3,3-tetramethoxypropane), BrC=1C=CC(=C(C=O)C1)[N+](=O)[O-] (5-Bromo-2-nitrobenzaldehyde), C(Cl)Cl (DCM), C1(=CC=CC=C1)C (Toluene). The reagents and catalysts are [Fe] (iron). Solvent: Cl (HCl), Cl (HCl), CO (MeOH), C(C)(=O)O (acetic acid). Conditions: temperature 70 celsius, time 60 minute. Product: BrC=1C=C2C=C(C=NC2=CC1)C=O (6-bromoquinoline-3-carbaldehyde). As a reaction SMILES: [Br:1][C:2]1[CH:3]=[CH:4][C:5]([N+:10]([O-])=O)=[C:6]([CH:9]=1)[CH:7]=O.C(Cl)Cl.C[O:17][CH:18](OC)[CH2:19][CH:20](OC)OC.C1(C)C=CC=CC=1>CO.Cl.[Fe].C(O)(=O)C>[Br:1][C:2]1[CH:9]=[C:6]2[C:5](=[CH:4][CH:3]=1)[N:10]=[CH:20][C:19]([CH:18]=[O:17])=[CH:7]2. Procedure details: 5-Bromo-2-nitrobenzaldehyde 1 (6.03 g, 26.2 mmol) was dissolved in MeOH (200 mL) and treated with 5N HCl (10 mL). The mixture was heated to 70° C. and iron powder (7.32 g, 131 mmol) was added in five portions every 5 min. Upon completion (by TLC) the reaction was cooled and DCM (200 mL) was added before filtering through a pad of celite. The filtrate was concentrated under reduced pressure to 150 mL. To this material, a solution of 1,1,3,3-tetramethoxypropane (9.52 ml, 57.7 mmol) in 5N HCl (10 m... Starting materials: C(C1=CC=CC=C1)ON (O-benzylhydroxylamine), C(C)(=O)OC(C)=O (acetic anhydride), C(C)(=O)OC(C)=O (acetic anhydride). Run in C(=O)O (formic acid). Run at time 2 hour. Product: C(C1=CC=CC=C1)ONC=O (N-benzyloxyformamide). Yield: 60.0%. Reaction SMILES: [CH2:1]([O:8][NH2:9])[C:2]1[CH:7]=[CH:6][CH:5]=[CH:4][CH:3]=1.[C:10](OC(=O)C)(=[O:12])C>C(O)=O>[CH2:1]([O:8][NH:9][CH:10]=[O:12])[C:2]1[CH:7]=[CH:6][CH:5]=[CH:4][CH:3]=1. Procedure: O-benzylhydroxylamine (4.63 g, 37 mmol) was dissolved into 89% formic acid (80 ml), and 30 ml of acetic anhydride was added dropwise thereto with keeping the temperature at 50 to 60° C. After adding acetic anhydride, the solution was stirred for 2 hours at room temperature. The organic layer was rinsed and dried, and the solvent was evaporated. The residue was then purified with silica gel chromatography to obtain 3.05 g of N-benzyloxyformamide (yield: 60%). The proton NMR spectrum of the compou... The reactants are C1COCCN1, CCN(C(C)C)C(C)C, ClCCl, CC(Nc1cc(F)cc(F)c1)c1cc(C(=O)O)cc2c(=O)cc(N3CCOCC3)oc12. The product is CC(Nc1cc(F)cc(F)c1)c1cc(C(=O)N2CCOCC2)cc2c(=O)cc(N3CCOCC3)oc12. Reaction SMILES: [CH2:41]1[CH2:42][O:43][CH2:44][CH2:45][NH:46]1.[CH:32]([N:33]([CH2:34][CH3:35])[CH:36]([CH3:37])[CH3:38])([CH3:39])[CH3:40].[Cl:47][CH2:48][Cl:49].[F:1][c:2]1[cH:3][c:4]([NH:9][CH:10]([CH3:11])[c:12]2[cH:13][c:14]([C:29](=[O:30])[OH:31])[cH:15][c:16]3[c:17](=[O:28])[cH:18][c:19]([N:22]4[CH2:23][CH2:24][O:25][CH2:26][CH2:27]4)[o:20][c:21]23)[cH:5][c:6]([F:8])[cH:7]1>>[F:1][c:2]1[cH:3][c:4]([NH:9][CH:10]([CH3:11])[c:12]2[cH:13][c:14]([C:29](=[O:30])[N:46]3[CH2:41][CH2:42][O:43][CH2:44][CH2:45]3)[cH:15][c:16]3[c:17](=[O:28])[cH:18][c:19]([N:22]4[CH2:23][CH2:24][O:25][CH2:26][CH2:27]4)[o:20][c:21]23)[cH:5][c:6]([F:8])[cH:7]1. Run in O (water), S(=O)(=O)([O-])OOS(=O)(=O)[O-].[NH4+].[NH4+] (ammonium persulfate), O (water). Starting materials: C=CC1=CC=CC=C1 (styrene), C(C=C)(=O)OCCCC (n-butyl acrylate), C(C=C)(=O)O (acrylic acid), aqueous solution, [N+](=O)(O)[O-] (nitric acid), [OH-].[Na+] (sodium hydroxide). Product: C=CC1=CC=CC=C1.C=CC(=O)O (styrene acrylic acid resin), ( E2 ). RXN SMILES: [CH2:1]=[CH:2][C:3]1[CH:8]=[CH:7][CH:6]=[CH:5][CH:4]=1.[C:9]([O:13]CCCC)(=[O:12])[CH:10]=[CH2:11].C(O)(=O)C=C.[OH-].[Na+].[N+]([O-])(O)=O>O.S(OOS([O-])(=O)=O)([O-])(=O)=O.[NH4+].[NH4+]>[CH2:1]=[CH:2][C:3]1[CH:8]=[CH:7][CH:6]=[CH:5][CH:4]=1.[CH2:11]=[CH:10][C:9]([OH:13])=[O:12] |f:3.4,7.8.9,10.11|. Reported procedure: 280 parts of styrene, 120 parts of n-butyl acrylate and 8 parts of acrylic acid are mixed and dissolved, and put in a flask together with 6 parts of a nonionic surfactant (trade name: NONIPOL 400, manufactured by Sanyo Chemical Industries, Ltd.) and 12 parts of anionic surfactant (trade name: NEOGEN SC, Dai-ichi Kogyo Seiyaku Co., Ltd.), which are dissolved in 550 parts of ion exchange water, and the mixture is dispersed and emulsified. While slowly mixing for 10 minutes, 50 parts of ion exchang... Reaction conditions: temperature 70 celsius, time 5 hour.